Dataset: the Open Reaction Database (ORD), a public repository of structured organic reaction records. Task: describe an organic reaction: reactants, conditions, products, and yield Starting materials: [Mn](=O)(=O)(=O)[O-].[K+] (potassium permanganate), BrC=1C=C(N(C1)C1=C(C=CC=C1Cl)Cl)C=O (4-bromo-1-(2,6-dichlorophenyl)-1H-pyrrole-2-carbaldehyde), CC(=O)C (acetone), [OH-].[Na+] (sodium hydroxide). Solvent: O (water). Run at temperature 40 celsius, time 2 hour. Yields the product BrC=1C=C(N(C1)C1=C(C=CC=C1Cl)Cl)C(=O)O (4-bromo-1-(2,6-dichlorophenyl)-1H-pyrrole-2-carboxylic acid). RXN SMILES: [Mn]([O-])(=O)(=O)=O.[K+].[Br:7][C:8]1[CH:9]=[C:10]([CH:21]=[O:22])[N:11]([C:13]2[C:18]([Cl:19])=[CH:17][CH:16]=[CH:15][C:14]=2[Cl:20])[CH:12]=1.CC(C)=[O:25].[OH-].[Na+]>O>[Br:7][C:8]1[CH:9]=[C:10]([C:21]([OH:25])=[O:22])[N:11]([C:13]2[C:18]([Cl:19])=[CH:17][CH:16]=[CH:15][C:14]=2[Cl:20])[CH:12]=1 |f:0.1,4.5|. Procedure details: A solution of 2.0 g of potassium permanganate in 10 ml of water was added dropwise to a mixture of 0.85 g of 4-bromo-1-(2,6-dichlorophenyl)-1H-pyrrole-2-carbaldehyde and 18 ml of acetone while the mixture was maintained at 40° C. The resulting mixture was stirred at 40° C. for 2 hours. A precipitate was filtered off to obtain a filtrate. The filtrate was adjusted to pH 10-12 by an addition of a 2N aqueous sodium hydroxide solution, and then extracted with chloroform two times. The aqueous layer ... Starting materials: Cl.C(C)N=C=NCCCN(C)C (N1-((Ethylimino)methylene)-N3,N3-dimethylpropane-1,3-diamine hydrochloride), C(C)N(C(C)C)C(C)C (N-ethyl-N-isopropylpropan-2-amine), N[C@](C[C@@H](C(F)(F)F)O)(C)C1=NC(=CC=C1F)Br ((2S,4S)-4-amino-4-(6-bromo-3-fluoropyridin-2-yl)-1,1,1-trifluoropentan-2-ol), [N+](=O)([O-])C1=CC=C(C(=O)N=C=S)C=C1 (4-nitrobenzoyl isothiocyanate), [N+](=O)([O-])C1=CC=C(C(=O)N=C=S)C=C1 (4-nitrobenzoyl isothiocyanate). Run in CC#N (MeCN). Run at time 30 minute. Product: BrC1=CC=C(C(=N1)[C@]1(N=C(O[C@H](C1)C(F)(F)F)NC(C1=CC=C(C=C1)[N+](=O)[O-])=O)C)F (N-((4S,6R)-4-(6-bromo-3-fluoropyridin-2-yl)-4-methyl-6-(trifluoromethyl)-5,6-dihydro-4H-1,3-oxazin-2-yl)-4-nitrobenzamide). As a reaction SMILES: [NH2:1][C@@:2]([C:11]1[C:16]([F:17])=[CH:15][CH:14]=[C:13]([Br:18])[N:12]=1)([CH3:10])[CH2:3][C@H:4]([OH:9])[C:5]([F:8])([F:7])[F:6].[N+:19]([C:22]1[CH:32]=[CH:31][C:25]([C:26]([N:28]=[C:29]=S)=[O:27])=[CH:24][CH:23]=1)([O-:21])=[O:20].Cl.C(N=C=NCCCN(C)C)C.C(N(C(C)C)C(C)C)C>CC#N>[Br:18][C:13]1[N:12]=[C:11]([C@:2]2([CH3:10])[CH2:3][C@H:4]([C:5]([F:6])([F:7])[F:8])[O:9][C:29]([NH:28][C:26](=[O:27])[C:25]3[CH:24]=[CH:23][C:22]([N+:19]([O-:21])=[O:20])=[CH:32][CH:31]=3)=[N:1]2)[C:16]([F:17])=[CH:15][CH:14]=1 |f:2.3|. Procedure: To a solution of (2R,4S)-4-amino-4-(6-bromo-3-fluoropyridin-2-yl)-1,1,1-trifluoropentan-2-ol (7f, 0.183 g, 0.553 mmol) in MeCN (3 mL) was added 4-nitrobenzoyl isothiocyanate (Matrix, 0.150 g, 0.719 mmol). The mixture was stirred at room temperature for 30 min. Additional 4-nitrobenzoyl isothiocyanate (30 mg) was added and the reaction was allowed to stir for additional 20 min. N1-((Ethylimino)methylene)-N3,N3-dimethylpropane-1,3-diamine hydrochloride (Aldrich, 0.170 g, 0.884 mmol) and N-ethyl-N-... Reactants: [BH4-], CO, Cl, NCCN, [Na+], CC(=O)c1cccc(O)c1. As a reaction SMILES: [BH4-:15].[CH3:18][OH:19].[ClH:17].[NH2:11][CH2:12][CH2:13][NH2:14].[Na+:16].[OH:1][c:2]1[cH:3][c:4]([C:8]([CH3:9])=[O:10])[cH:5][cH:6][cH:7]1>>[OH:1][c:2]1[cH:3][c:4]([CH:8]([CH3:9])[NH:14][CH2:13][CH2:12][NH2:11])[cH:5][cH:6][cH:7]1. Product: CC(NCCN)c1cccc(O)c1. Starting materials: N1=C(C=CC=C1)N(C(=O)C1=CC2=C(N(C(=N2)CNC2=CC=C(C=C2)C#N)C)C=C1)CC(=O)OC (1-methyl-2-[N-(4-cyanophenyl)aminomethyl]benzimidazol-5-yl-carboxylic acid-N-(2-pyridyl)-N-(methoxycarbonylmethyl)amide), Cl (hydrochloric acid), CO (methanol), C([O-])([O-])=O.[NH4+].[NH4+] (ammonium carbonate), C2H25N7O3. Solvent: ClCCl.C(C)O (dichloromethane ethanol). Yields the product Cl.Cl.N1=C(C=CC=C1)N(C(=O)C1=CC2=C(N(C(=N2)CNC2=CC=C(C=C2)C(N)=N)C)C=C1)CC(=O)OC (1-Methyl-2-[N-(4-amidinophenyl)aminomethyl]benzimidazol-5-yl-carboxylic acid-N-(2-pyridyl)-N-(methoxycarbonylmethyl)amide dihydrochloride). Isolated yield 73.0%. As a reaction SMILES: [N:1]1[CH:6]=[CH:5][CH:4]=[CH:3][C:2]=1[N:7]([CH2:30][C:31]([O:33][CH3:34])=[O:32])[C:8]([C:10]1[CH:29]=[CH:28][C:13]2[N:14]([CH3:27])[C:15]([CH2:17][NH:18][C:19]3[CH:24]=[CH:23][C:22]([C:25]#[N:26])=[CH:21][CH:20]=3)=[N:16][C:12]=2[CH:11]=1)=[O:9].[ClH:35].CO.C(=O)([O-])[O-].[NH4+:42].[NH4+]>ClCCl.C(O)C>[ClH:35].[ClH:35].[N:1]1[CH:6]=[CH:5][CH:4]=[CH:3][C:2]=1[N:7]([CH2:30][C:31]([O:33][CH3:34])=[O:32])[C:8]([C:10]1[CH:29]=[CH:28][C:13]2[N:14]([CH3:27])[C:15]([CH2:17][NH:18][C:19]3[CH:24]=[CH:23][C:22]([C:25](=[NH:42])[NH2:26])=[CH:21][CH:20]=3)=[N:16][C:12]=2[CH:11]=1)=[O:9] |f:3.4.5,6.7,8.9.10|. Procedure details: Prepared analogously to Example 25d from 1-methyl-2-[N-(4-cyanophenyl)aminomethyl]benzimidazol-5-yl-carboxylic acid-N-(2-pyridyl)-N-(methoxycarbonylmethyl)amide and methanolic hydrochloric acid, methanol, and ammonium carbonate. Yield: 73% of theory, C2H25N7O3 (471.5); Rf value: 0.12 (silica gel; dichloromethane/ethanol=4:1); EKA mass spectrum: (M+H)+=472; (M+H+Na)++=247.8.